From a dataset of the Open Reaction Database (ORD), a public repository of structured organic reaction records. describe an organic reaction: reactants, conditions, products, and yield Starting materials: C(C=C)N(S(=O)(=O)C=1C=NC=CC1Cl)CC=C (N,N-diallyl-4-chloropyridine-3-sulfonamide), [I-].[Li+] (lithium iodide), N (ammonia). Reaction conditions: temperature 120 celsius. The product is C(C=C)N(S(=O)(=O)C=1C=NC=CC1N)CC=C (N,N-Diallyl-4-aminopyridine-3-sulfonamide). The yield is 59.0%. As a reaction SMILES: [CH2:1]([N:4]([CH2:15][CH:16]=[CH2:17])[S:5]([C:8]1[CH:9]=[N:10][CH:11]=[CH:12][C:13]=1Cl)(=[O:7])=[O:6])[CH:2]=[CH2:3].[I-].[Li+].[NH3:20]>>[CH2:1]([N:4]([CH2:15][CH:16]=[CH2:17])[S:5]([C:8]1[CH:9]=[N:10][CH:11]=[CH:12][C:13]=1[NH2:20])(=[O:7])=[O:6])[CH:2]=[CH2:3] |f:1.2|. Reported procedure: A mixture of N,N-diallyl-4-chloropyridine-3-sulfonamide (1.5 g, 5.5 mmol), lithium iodide (0.74 g, 5.5 mmol) and ammonia (7 M in methanol, 14 mL, 5.5 mmol) under an atmosphere of argon was heated at 120° C. for 2 h in a microwave reactor. Silica was added and the solvent was evaporated. Purification by column chromatography, using chloroform/methanol (95:5) as the eluent, gave the title compound in 59% yield.